This data is from the Open Reaction Database (ORD), a public repository of structured organic reaction records. The task is: describe an organic reaction: reactants, conditions, products, and yield The reactants are ClC1=C(C=CC2=CC=CC=C12)OCC(C)N (1-[(1-chloronaphthalen-2-yl)oxy]propan-2-amine), O1C(=CC=C1)C=O (furan-2-carbaldehyde). Yields the product ClC1=C(C=CC2=CC=CC=C12)OCC(C)NCC=1OC=CC1 (1-[(1-chloronaphthalen-2-yl)oxy]-N-(furan-2-ylmethyl)propan-2-amine). Isolated yield 85.0%. RXN SMILES: [Cl:1][C:2]1[C:11]2[C:6](=[CH:7][CH:8]=[CH:9][CH:10]=2)[CH:5]=[CH:4][C:3]=1[O:12][CH2:13][CH:14]([NH2:16])[CH3:15].[O:17]1[CH:21]=[CH:20][CH:19]=[C:18]1[CH:22]=O>>[Cl:1][C:2]1[C:11]2[C:6](=[CH:7][CH:8]=[CH:9][CH:10]=2)[CH:5]=[CH:4][C:3]=1[O:12][CH2:13][CH:14]([NH:16][CH2:22][C:18]1[O:17][CH:21]=[CH:20][CH:19]=1)[CH3:15]. Procedure details: Prepared from 1-[(1-chloronaphthalen-2-yl)oxy]propan-2-amine and furan-2-carbaldehyde in 85% yield as a yellow oil. Reactants: [O-2].[Y+3].[O-2].[O-2].[Y+3] (yttrium oxide), [Y] (yttrium), [N+](=O)(O)[O-] (nitric acid). The product is [N+](=O)([O-])[O-].[Y+3].[N+](=O)([O-])[O-].[N+](=O)([O-])[O-] (yttrium nitrate). RXN SMILES: [O-2].[Y+3:2].[O-2].[O-2].[Y+3].[Y].[N+:7]([O-:10])([OH:9])=[O:8]>>[N+:7]([O-:10])([O-:9])=[O:8].[Y+3:2].[N+:7]([O-:10])([O-:9])=[O:8].[N+:7]([O-:10])([O-:9])=[O:8] |f:0.1.2.3.4,7.8.9.10|. Procedure details: In order to remove the excess yttrium oxide and phosphoric acid from the solids in the slurry, a small amount of an inorganic acid is added to the slurry. The acid releases the yttrium compound and phosphoric acid from the yttrium phosphate and allows them to react on their own until the phosphoric acid is consumed. The 1.5 molar percent excess of the yttrium compound reacts with the acid to form a soluble yttrium salt which dissolves in the aqueous phase of the slurry. When yttrium oxide is use... Reactants: Cl, [H-], CI, [Na+], CN(C)C=O, O=Cc1cc(O)cc(O)c1. Yields the product COc1cc(O)cc(C=O)c1. As a reaction SMILES: [ClH:20].[H-:11].[I:13][CH3:14].[Na+:12].[O:15]=[CH:16][N:17]([CH3:18])[CH3:19].[OH:1][c:2]1[cH:3][c:4]([CH:5]=[O:6])[cH:7][c:8]([OH:10])[cH:9]1>>[OH:1][c:2]1[cH:3][c:4]([CH:5]=[O:6])[cH:7][c:8]([O:10][CH3:14])[cH:9]1.